Dataset: the Open Reaction Database (ORD), a public repository of structured organic reaction records. Task: describe an organic reaction: reactants, conditions, products, and yield Starting materials: O=C([O-])[O-], CC1NC(=O)C(C)(C)C1=O, [Cs+], [Cs+], COc1cc(I)ccc1C#N, O=C(C=Cc1ccccc1)C=Cc1ccccc1, O=C(C=Cc1ccccc1)C=Cc1ccccc1, O=C(C=Cc1ccccc1)C=Cc1ccccc1, [Pd], [Pd], CC1(C)c2cccc(P(c3ccccc3)c3ccccc3)c2Oc2c(P(c3ccccc3)c3ccccc3)cccc21. The product is COc1cc(N2C(=O)C(C)(C)C(=O)C2C)ccc1C#N. As a reaction SMILES: [C:22](=[O:23])([O-:24])[O-:25].[CH3:12][C:13]1([CH3:21])[C:14](=[O:20])[NH:15][CH:16]([CH3:19])[C:17]1=[O:18].[Cs+:26].[Cs+:27].[I:1][c:2]1[cH:3][c:4]([O:10][CH3:11])[c:5]([C:6]#[N:7])[cH:8][cH:9]1.[O:108]=[C:109]([CH:110]=[CH:111][c:112]1[cH:113][cH:114][cH:115][cH:116][cH:117]1)[CH:118]=[CH:119][c:120]1[cH:121][cH:122][cH:123][cH:124][cH:125]1.[O:72]=[C:73]([CH:74]=[CH:75][c:76]1[cH:77][cH:78][cH:79][cH:80][cH:81]1)[CH:82]=[CH:83][c:84]1[cH:85][cH:86][cH:87][cH:88][cH:89]1.[O:90]=[C:91]([CH:92]=[CH:93][c:94]1[cH:95][cH:96][cH:97][cH:98][cH:99]1)[CH:100]=[CH:101][c:102]1[cH:103][cH:104][cH:105][cH:106][cH:107]1.[Pd:70].[Pd:71].[c:28]1([P:29]([c:30]2[cH:31][cH:32][cH:33][cH:34][cH:35]2)[c:36]2[c:37]3[c:61]([cH:62][cH:63][cH:64]2)[C:58]([CH3:59])([CH3:60])[c:40]2[c:39]([c:44]([P:45]([c:46]4[cH:47][cH:48][cH:49][cH:50][cH:51]4)[c:52]4[cH:53][cH:54][cH:55][cH:56][cH:57]4)[cH:43][cH:42][cH:41]2)[O:38]3)[cH:65][cH:66][cH:67][cH:68][cH:69]1>>[c:2]1([N:15]2[C:14](=[O:20])[C:13]([CH3:12])([CH3:21])[C:17](=[O:18])[CH:16]2[CH3:19])[cH:3][c:4]([O:10][CH3:11])[c:5]([C:6]#[N:7])[cH:8][cH:9]1. Reactants: FC(F)(F)c1ccc(-n2cc3cccc(CBr)c3n2)cc1, CS(C)=O, N#C[K], O. Yields the product N#CCc1cccc2cn(-c3ccc(C(F)(F)F)cc3)nc12. RXN SMILES: [Br:4][CH2:5][c:6]1[cH:7][cH:8][cH:9][c:10]2[cH:11][n:12](-[c:15]3[cH:16][cH:17][c:18]([C:21]([F:22])([F:23])[F:24])[cH:19][cH:20]3)[n:13][c:14]12.[CH3:25][S:26]([CH3:27])=[O:28].[K:1][C:2]#[N:3].[OH2:29]>>[C:2](#[N:3])[CH2:5][c:6]1[cH:7][cH:8][cH:9][c:10]2[cH:11][n:12](-[c:15]3[cH:16][cH:17][c:18]([C:21]([F:22])([F:23])[F:24])[cH:19][cH:20]3)[n:13][c:14]12. Starting materials: COC(=O)Cc1ccc(C#Cc2cc(OC)c3c(c2)C(C)(C)CCC3N(C)C2CC2)cc1F, CO, [Li+], C1CCOC1, [OH-]. Yields the product COc1cc(C#Cc2ccc(CC(=O)O)c(F)c2)cc2c1C(N(C)C1CC1)CCC2(C)C. As a reaction SMILES: [CH3:1][O:2][C:3]([CH2:4][c:5]1[c:6]([F:32])[cH:7][c:8]([C:11]#[C:12][c:13]2[cH:14][c:15]3[c:20]([c:21]([O:23][CH3:24])[cH:22]2)[CH:19]([N:25]([CH3:26])[CH:27]2[CH2:28][CH2:29]2)[CH2:18][CH2:17][C:16]3([CH3:30])[CH3:31])[cH:9][cH:10]1)=[O:33].[CH3:36][OH:37].[Li+:34].[O:38]1[CH2:39][CH2:40][CH2:41][CH2:42]1.[OH-:35]>>[O:2]=[C:3]([CH2:4][c:5]1[c:6]([F:32])[cH:7][c:8]([C:11]#[C:12][c:13]2[cH:14][c:15]3[c:20]([c:21]([O:23][CH3:24])[cH:22]2)[CH:19]([N:25]([CH3:26])[CH:27]2[CH2:28][CH2:29]2)[CH2:18][CH2:17][C:16]3([CH3:30])[CH3:31])[cH:9][cH:10]1)[OH:33]. Reactants: O=C([O-])[O-], CN(C)C=O, COc1cc2c(Oc3cc4ccccc4nc3C)ccnc2cc1OCCCCl, [K+], [K+], O, c1c[nH]cn1. Product: COc1cc2c(Oc3cc4ccccc4nc3C)ccnc2cc1OCCCn1ccnc1. RXN SMILES: [C:35](=[O:36])([O-:37])[O-:38].[CH3:1][N:2]([CH3:3])[CH:4]=[O:5].[Cl:6][CH2:7][CH2:8][CH2:9][O:10][c:11]1[c:12]([O:33][CH3:34])[cH:13][c:14]2[c:15]([O:21][c:22]3[c:23]([CH3:32])[n:24][c:25]4[cH:26][cH:27][cH:28][cH:29][c:30]4[cH:31]3)[cH:16][cH:17][n:18][c:19]2[cH:20]1.[K+:39].[K+:40].[OH2:46].[nH:41]1[cH:42][n:43][cH:44][cH:45]1>>[CH2:7]([CH2:8][CH2:9][O:10][c:11]1[c:12]([O:33][CH3:34])[cH:13][c:14]2[c:15]([O:21][c:22]3[c:23]([CH3:32])[n:24][c:25]4[cH:26][cH:27][cH:28][cH:29][c:30]4[cH:31]3)[cH:16][cH:17][n:18][c:19]2[cH:20]1)[n:41]1[cH:42][n:43][cH:44][cH:45]1. Starting materials: [Br-], [Br-], [Br-], CC(=O)c1cccc(O[Si](C)(C)C(C)(C)C)c1, CCOCC, [Na+], [Na+], O=S([O-])([O-])=S, C[N+](C)(C)c1ccccc1, C[N+](C)(C)c1ccccc1, C[N+](C)(C)c1ccccc1. Product: CC(C)(C)[Si](C)(C)Oc1cccc(C(=O)CBr)c1. Reaction SMILES: [Br-:18].[Br-:19].[Br-:20].[C:1]([CH3:2])([CH3:3])([CH3:4])[Si:5]([O:6][c:7]1[cH:8][c:9]([C:13]([CH3:14])=[O:15])[cH:10][cH:11][cH:12]1)([CH3:16])[CH3:17].[CH3:58][CH2:59][O:60][CH2:61][CH3:62].[Na+:56].[Na+:57].[S:51]([O-:52])([O-:53])(=[O:54])=[S:55].[c:21]1([N+:22]([CH3:23])([CH3:24])[CH3:25])[cH:26][cH:27][cH:28][cH:29][cH:30]1.[c:31]1([N+:32]([CH3:33])([CH3:34])[CH3:35])[cH:36][cH:37][cH:38][cH:39][cH:40]1.[c:41]1([N+:42]([CH3:43])([CH3:44])[CH3:45])[cH:46][cH:47][cH:48][cH:49][cH:50]1>>[C:1]([CH3:2])([CH3:3])([CH3:4])[Si:5]([O:6][c:7]1[cH:8][c:9]([C:13]([CH2:14][Br:18])=[O:15])[cH:10][cH:11][cH:12]1)([CH3:16])[CH3:17].